Dataset: the Open Reaction Database (ORD), a public repository of structured organic reaction records. Task: describe an organic reaction: reactants, conditions, products, and yield Starting materials: N-{1-[Bis(4-chlorophenyl)methyl]azetidin-3-yl}-N-(1,2,3,4-thiadiazol-2-yl)methylsulfonamide, S1C(=NN=C1)CNS(=O)=O (N-(1,3,4-thiadiazol-2-yl)methylsulfonamide), ClC1=CC=C(C=C1)C(N1CC(C1)O)C1=CC=C(C=C1)Cl (1-[bis(4-chlorophenyl)methyl]azetidin-3-ol). Product: ClC1=CC=C(C=C1)C(N1CC(C1)N(S(=O)=O)CC=1SC=NN1)C1=CC=C(C=C1)Cl (N-{1-[bis(4-chlorophenyl)methyl]azetidin-3-yl}-N-(1,3,4-thiadiazol-2-yl)methylsulfonamide). Yield: 15.3%. Reaction SMILES: [S:1]1[CH:5]=[N:4][N:3]=[C:2]1[CH2:6][NH:7][SH:8](=[O:10])=[O:9].[Cl:11][C:12]1[CH:17]=[CH:16][C:15]([CH:18]([C:24]2[CH:29]=[CH:28][C:27]([Cl:30])=[CH:26][CH:25]=2)[N:19]2[CH2:22][CH:21](O)[CH2:20]2)=[CH:14][CH:13]=1>>[Cl:30][C:27]1[CH:28]=[CH:29][C:24]([CH:18]([C:15]2[CH:14]=[CH:13][C:12]([Cl:11])=[CH:17][CH:16]=2)[N:19]2[CH2:22][CH:21]([N:7]([CH2:6][C:2]3[S:1][CH:5]=[N:4][N:3]=3)[SH:8](=[O:10])=[O:9])[CH2:20]2)=[CH:25][CH:26]=1. Procedure: N-{1-[Bis(4-chlorophenyl)methyl]azetidin-3-yl}-N-(1,2,3,4-thiadiazol-2-yl)methylsulfonamide may be prepared by carrying out the procedure as described in Example 13 (method 2), from 0.10 g of N-(1,3,4-thiadiazol-2-yl)methylsulfonamide and 0.215 g of 1-[bis(4-chlorophenyl)methyl]azetidin-3-ol. After chromatography on a silica gel column (particle size 0.06-0.04 mm, height 25 cm, diameter 1 cm), eluting under an argon pressure of 0.8 bar with an ethyl acetate/cyclohexane 20/80 and then 40/60 by vo... Starting materials: CC(C)CCC[C@@H](C)[C@H]1CC[C@H]2[C@@H]3C=CC4=CC(C=C[C@]4(C)[C@H]3CC[C@]12C)=O (cholesta-1,4,6-trien-3-one), CS(=O)(=O)O (methanesulfonic acid), C(C)(=O)OC(=C)C (isopropenyl acetate). Run in C1(=CC=CC=C1)C (toluene). The product is CC(C)CCC[C@@H](C)[C@H]1CC[C@H]2C3=CC=C4CC(C=C[C@]4(C)[C@H]3CC[C@]12C)O (cholesta-1,5,7-trien-3-ol). Yield: 61.2%. As a reaction SMILES: [CH3:1][CH:2]([CH2:4][CH2:5][CH2:6][C@H:7]([C@@H:9]1[C@:26]2([CH3:27])[C@H:12]([C@H:13]3[C@H:23]([CH2:24][CH2:25]2)[C@:21]2([CH3:22])[C:16](=[CH:17][C:18](=[O:28])[CH:19]=[CH:20]2)[CH:15]=[CH:14]3)[CH2:11][CH2:10]1)[CH3:8])[CH3:3].CS(O)(=O)=O.C(OC(C)=C)(=O)C>C1(C)C=CC=CC=1>[CH3:3][CH:2]([CH2:4][CH2:5][CH2:6][C@H:7]([C@@H:9]1[C@:26]2([CH3:27])[C@H:12]([C:13]3[C@H:23]([CH2:24][CH2:25]2)[C@:21]2([CH3:22])[C:16]([CH2:17][CH:18]([OH:28])[CH:19]=[CH:20]2)=[CH:15][CH:14]=3)[CH2:11][CH2:10]1)[CH3:8])[CH3:1]. Reported procedure: To a mixture of 19 g (0.05 mol) of cholesta-1,4,6-trien-3-one (I), 4.8 g (0.05 mol) of methanesulfonic acid and 200 g (2 mol) of isopropenyl acetate were added 200 ml of toluene, and the resulting mixture was then heated under reflux for 6 hours. After completion of the reaction, the same treatment as in Example 1 was carried out to yield 11.7 g of cholesta-1,5,7-trien-3-ol (IV). The yield was 61%.